From a dataset of the Open Reaction Database (ORD), a public repository of structured organic reaction records. describe an organic reaction: reactants, conditions, products, and yield Starting materials: N (ammonia), C1COC(C=2C(=NN(C2)C(=O)OC)C=2OC(=CC2)[N+](=O)[O-])O1 (1-methoxycarbonyl-3-(5-nitro-2-furyl)pyrazole-4-carboxaldehyde-ethyleneacetal), Cl (hydrochloric acid). Solvent: O (water). Run at time 20 minute. The product is C1COC(C=2C(=NNC2)C=2OC(=CC2)[N+](=O)[O-])O1 (3-(5-nitro-2-furyl)-1H-pyrazole-4-carboxaldehyde-ethyleneacetal). Isolated yield 79.0%. As a reaction SMILES: N.[CH2:2]1[O:23][CH:5]([C:6]2[C:7]([C:15]3[O:16][C:17]([N+:20]([O-:22])=[O:21])=[CH:18][CH:19]=3)=[N:8][N:9](C(OC)=O)[CH:10]=2)[O:4][CH2:3]1.Cl>O>[CH2:3]1[O:4][CH:5]([C:6]2[C:7]([C:15]3[O:16][C:17]([N+:20]([O-:22])=[O:21])=[CH:18][CH:19]=3)=[N:8][NH:9][CH:10]=2)[O:23][CH2:2]1. Procedure details: Add 29 ml of concentrated ammonia solution (in 200 ml. of dimethylformamide and 50 ml of water) dropwise at room temperature to a suspension of 51 g of 1-methoxycarbonyl-3-(5-nitro-2-furyl)pyrazole-4-carboxaldehyde-ethyleneacetal. Stir for 20 minutes until dissolution takes place. Acidify with 2N hydrochloric acid to a pH of from 5 to 6 to throw down a precipitate. Add 50 ml of water dropwise, stir for a further 15 minutes at room temperture, draw off the precipitate and wash with water to obtai...